Dataset: the Open Reaction Database (ORD), a public repository of structured organic reaction records. Task: describe an organic reaction: reactants, conditions, products, and yield The reactants are CN1CCC(CO)C1, N#Cc1cccc(F)c1, [H-], [Na+], CN(C)C=O. The product is CN1CCC(COc2cccc(C#N)c2)C1. RXN SMILES: [CH3:1][N:2]1[CH2:3][CH:4]([CH2:7][OH:8])[CH2:5][CH2:6]1.[F:11][c:12]1[cH:13][c:14]([C:15]#[N:16])[cH:17][cH:18][cH:19]1.[H-:10].[Na+:9].[O:20]=[CH:21][N:22]([CH3:23])[CH3:24]>>[CH3:1][N:2]1[CH2:3][CH:4]([CH2:7][O:8][c:12]2[cH:13][c:14]([C:15]#[N:16])[cH:17][cH:18][cH:19]2)[CH2:5][CH2:6]1. Starting materials: CC(C)(C)OC(=O)CN, O=C(O)c1ncc(OCc2ccccc2)cc1OCc1ccccc1, CCN(C(C)C)C(C)C, Cl, CN(C)C=O, On1nnc2ccccc21. Product: CC(C)(C)OC(=O)CNC(=O)c1ncc(OCc2ccccc2)cc1OCc1ccccc1. RXN SMILES: [C:37]([CH3:38])([CH3:39])([CH3:40])[O:41][C:42]([CH2:43][NH2:44])=[O:45].[CH2:1]([c:2]1[cH:3][cH:4][cH:5][cH:6][cH:7]1)[O:8][c:9]1[c:10]([C:23](=[O:24])[OH:25])[n:11][cH:12][c:13]([O:15][CH2:16][c:17]2[cH:18][cH:19][cH:20][cH:21][cH:22]2)[cH:14]1.[CH:46]([N:47]([CH:48]([CH3:49])[CH3:50])[CH2:51][CH3:52])([CH3:53])[CH3:54].[ClH:36].[O:55]=[CH:56][N:57]([CH3:58])[CH3:59].[OH:26][n:27]1[c:28]2[cH:29][cH:30][cH:31][cH:32][c:33]2[n:34][n:35]1>>[CH2:1]([c:2]1[cH:3][cH:4][cH:5][cH:6][cH:7]1)[O:8][c:9]1[c:10]([C:23](=[O:24])[NH:44][CH2:43][C:42]([O:41][C:37]([CH3:38])([CH3:39])[CH3:40])=[O:45])[n:11][cH:12][c:13]([O:15][CH2:16][c:17]2[cH:18][cH:19][cH:20][cH:21][cH:22]2)[cH:14]1. Reactants: C(C)(C)(C)OC(=O)OC=1C(=[N+](C(=C(N1)CC1=CNC2=CC=CC=C12)O)[O-])CC(C)C (3-tert-butoxycarbonyloxy-6-hydroxy-5-(indol-3-yl)methyl-2-isobutylpyrazine 1-oxide), B(Br)(Br)Br (boron tribromide), [N+](=[N-])=C (diazomethane). Reagents/catalysts: solution. Solvent: ClCCl.CO (dichloromethane methanol), C(Cl)Cl (methylene chloride), C(C)OCC (diethyl ether), ClCCl (dichloromethane). Run at time 12 hour. The product is C(C)(C)(C)OC(=O)OC=1C(=[N+](C(=C(N1)CC1=CNC2=CC=CC=C12)OC)[O-])CC(C)C (3-tert-butoxycarbonyloxy-5-(indol-3-yl)methyl-2-isobutyl-6-methoxypyrazine 1-oxide). As a reaction SMILES: [C:1]([O:5][C:6]([O:8][C:9]1[C:10]([CH2:27][CH:28]([CH3:30])[CH3:29])=[N+:11]([O-:26])[C:12]([OH:25])=[C:13]([CH2:15][C:16]2[C:24]3[C:19](=[CH:20][CH:21]=[CH:22][CH:23]=3)[NH:18][CH:17]=2)[N:14]=1)=[O:7])([CH3:4])([CH3:3])[CH3:2].[N+](=[CH2:33])=[N-].B(Br)(Br)Br>ClCCl.CO.C(OCC)C.C(Cl)Cl>[C:1]([O:5][C:6]([O:8][C:9]1[C:10]([CH2:27][CH:28]([CH3:30])[CH3:29])=[N+:11]([O-:26])[C:12]([O:25][CH3:33])=[C:13]([CH2:15][C:16]2[C:24]3[C:19](=[CH:20][CH:21]=[CH:22][CH:23]=3)[NH:18][CH:17]=2)[N:14]=1)=[O:7])([CH3:4])([CH3:3])[CH3:2] |f:3.4|. Procedure: In 0.5 ml of dichloromethane-methanol (3:1) was dissolved 10 mg of 3-tert-butoxycarbonyloxy-6-hydroxy-5-(indol-3-yl)methyl-2-isobutylpyrazine 1-oxide. Thereto were added, under ice cooling, a solution of diazomethane dissolved in diethyl ether and 4-5 drops of a solution of 0.1 M of boron tribromide dissolved in methylene chloride. The container was cook-stoppered and the contents were stirred for 12 hours at room temperature. The contents were then diluted with 5 ml of dichloromethane, and the ... The reactants are BrC=1N=C(C(=NC1)N)C (5-bromo-3-methylpyrazin-2-amine), FC=1C=C(C=CC1B1OC(C(O1)(C)C)(C)C)C=1C(=CC=CC1)S(=O)(=O)NC (3′-fluoro-N-methyl-4′-(4,4,5,5-tetramethyl-1,3,2-dioxaborolan-2-yl)-[1,1′-biphenyl]-2-sulfonamide). The product is NC=1N=CC(=NC1C)C1=C(C=C(C=C1)C=1C(=CC=CC1)S(=O)(=O)NC)F (4′-(5-Amino-6-methylpyrazin-2-yl)-3′-fluoro-N-methylbiphenyl-2-sulfonamide). As a reaction SMILES: Br[C:2]1[N:3]=[C:4]([CH3:9])[C:5]([NH2:8])=[N:6][CH:7]=1.[F:10][C:11]1[CH:12]=[C:13]([C:26]2[C:27]([S:32]([NH:35][CH3:36])(=[O:34])=[O:33])=[CH:28][CH:29]=[CH:30][CH:31]=2)[CH:14]=[CH:15][C:16]=1B1OC(C)(C)C(C)(C)O1>>[NH2:8][C:5]1[N:6]=[CH:7][C:2]([C:16]2[CH:15]=[CH:14][C:13]([C:26]3[C:27]([S:32]([NH:35][CH3:36])(=[O:33])=[O:34])=[CH:28][CH:29]=[CH:30][CH:31]=3)=[CH:12][C:11]=2[F:10])=[N:3][C:4]=1[CH3:9]. Procedure details: The title compound was prepared in a manner similar to that described in Example 427 using 5-bromo-3-methylpyrazin-2-amine and 3′-fluoro-N-methyl-4′-(4,4,5,5-tetramethyl-1,3,2-dioxaborolan-2-yl)-[1,1′-biphenyl]-2-sulfonamide. MS (ESI): mass calcd. for C18H17FN4O2S, 372.11; m/z found, 373.1 [M+H]+. 1H NMR (500 MHz, CD3OD) δ 8.27 (s, 1H), 8.09-8.00 (d, J=7.9, 1H), 7.96-7.87 (m, 1H), 7.71-7.63 (m, 1H), 7.63-7.55 (m, 1H), 7.44-7.38 (d, J=7.5, 1H), 7.34-7.21 (m, 2H), 2.46 (s, 3H), 2.44 (s, 3H). Starting materials: [OH-].[Na+] (Sodium hydroxide), COC(CC1=CC(=C(C=C1)OC1CCCC1)OC)=O ((4-cyclopentyloxy-3-methoxy-phenyl)-acetic acid methyl ester), O (water). Run in CO (methanol). Conditions: time 3.5 hour. The product is C1(CCCC1)OC1=C(C=C(C=C1)CC(=O)O)OC ((4-cyclopentyloxy-3-methoxy-phenyl)-acetic acid). Isolated yield 94.6%. Reaction SMILES: [OH-].[Na+].C[O:4][C:5](=[O:21])[CH2:6][C:7]1[CH:12]=[CH:11][C:10]([O:13][CH:14]2[CH2:18][CH2:17][CH2:16][CH2:15]2)=[C:9]([O:19][CH3:20])[CH:8]=1.O>CO>[CH:14]1([O:13][C:10]2[CH:11]=[CH:12][C:7]([CH2:6][C:5]([OH:21])=[O:4])=[CH:8][C:9]=2[O:19][CH3:20])[CH2:15][CH2:16][CH2:17][CH2:18]1 |f:0.1|. Reported procedure: Sodium hydroxide (4.75 g, 119 mmol) was added to a solution of (4-cyclopentyloxy-3-methoxy-phenyl)-acetic acid methyl ester (12.4, 46.9 mmol) in methanol) 100 ml)/water (100 ml) and the reaction was stirred at room temperature for 3.5 hours. The methanol was removed under reduced pressure and the aqueous phase was washed with diethylether (100 ml) then acidified to pH 2 using concentrated hydrochloric acid. This was then extracted with ethyl acetate (2×200 ml) and the combined organic extracts w...